Dataset: the Open Reaction Database (ORD), a public repository of structured organic reaction records. Task: describe an organic reaction: reactants, conditions, products, and yield Starting materials: NC1=C(C=C(C(=C1)Cl)[N+](=O)[O-])O (2-amino-4-chloro-5-nitro-phenol), C(C1=CC=CC=C1)=O (benzaldehyde), C (Darco), xylenes. Product: ClC=1C(=CC2=C(N=C(O2)C2=CC=CC=C2)C1)[N+](=O)[O-] (5-chloro-6-nitro-2-phenyl-benzooxazole). RXN SMILES: [NH2:1][C:2]1[CH:7]=[C:6]([Cl:8])[C:5]([N+:9]([O-:11])=[O:10])=[CH:4][C:3]=1[OH:12].[CH:13](=O)[C:14]1[CH:19]=[CH:18][CH:17]=[CH:16][CH:15]=1.C>>[Cl:8][C:6]1[C:5]([N+:9]([O-:11])=[O:10])=[CH:4][C:3]2[O:12][C:13]([C:14]3[CH:19]=[CH:18][CH:17]=[CH:16][CH:15]=3)=[N:1][C:2]=2[CH:7]=1. Reported procedure: To a flask equipped with a vigreux column was added 2-amino-4-chloro-5-nitro-phenol, benzaldehyde, Darco KB and xylenes. The mixture was then refluxed overnight and the mixture was cooled, filtered and the solvent removed under vacuum. The resultant solid was recrystallized from Et2O to yield 5-chloro-6-nitro-2-phenyl-benzooxazole which was subjected to the procedure from Example 349B substituting 5-chloro-6-nitro-2-phenyl-benzooxazole for the product from Example 349A to provide the title produ... Reactants: CCOc1ccc(OCc2ccccc2)c(C=O)c1, CCOC(=O)CP(=O)(OCC)OCC, CN(C)C=O, [H-], [Na+], O. The product is CCOC(=O)C=Cc1cc(OCC)ccc1OCc1ccccc1. Reaction SMILES: [CH2:15]([c:16]1[cH:17][cH:18][cH:19][cH:20][cH:21]1)[O:22][c:23]1[c:24]([CH:25]=[O:26])[cH:27][c:28]([O:31][CH2:32][CH3:33])[cH:29][cH:30]1.[CH3:1][CH2:2][O:3][C:4](=[O:5])[CH2:6][P:7]([O:8][CH2:9][CH3:10])([O:11][CH2:12][CH3:13])=[O:14].[CH3:34][N:35]([CH3:36])[CH:37]=[O:38].[H-:39].[Na+:40].[OH2:41]>>[CH3:1][CH2:2][O:3][C:4](=[O:5])[CH:6]=[CH:25][c:24]1[c:23]([O:22][CH2:15][c:16]2[cH:17][cH:18][cH:19][cH:20][cH:21]2)[cH:30][cH:29][c:28]([O:31][CH2:32][CH3:33])[cH:27]1.